This data is from the Open Reaction Database (ORD), a public repository of structured organic reaction records. The task is: describe an organic reaction: reactants, conditions, products, and yield Reactants: N1(N=CC=C1)C1=CC=C(CC=2C(=NC3=CC=C(C=C3C2Cl)Br)N(CC)CC)C=C1 (3-(4-(1H-pyrazol-1-yl)benzyl)-6-bromo-4-chloro-N,N-diethylquinolin-2-amine), N1(N=CC=C1)C1=CC=C(CC=2C(=NC3=CC=C(C=C3C2Cl)Br)N(CC)CC)C=C1 (3-(4-(1H-pyrazol-1-yl)benzyl)-6-bromo-4-chloro-N,N-diethylquinolin-2-amine), CN1C=NC=C1C(=O)C=1C=NC(=CC1)C(F)(F)F ((1-methyl-1H-imidazol-5-yl)(6-(trifluoromethyl)pyridin-3-yl)methanone), CN1C=NC=C1C(=O)C=1C=NC(=CC1)C(F)(F)F ((1-methyl-1H-imidazol-5-yl)(6-(trifluoromethyl)pyridin-3-yl)methanone), [Li]CCCC (n-BuLi). Run at temperature -78 celsius, time 30 minute. Yields the product N1(N=CC=C1)C1=CC=C(CC=2C(=NC3=CC=C(C=C3C2Cl)C(O)(C=2C=NC(=CC2)C(F)(F)F)C2=CN=CN2C)N(CC)CC)C=C1 ((3-(4-(1H-Pyrazol-1-yl)benzyl)-4-chloro-2-(diethylamino)quinolin-6-yl)(1-methyl-1H-imidazol-5-yl)(6-(trifluoromethyl)pyridin-3-yl)methanol). RXN SMILES: [N:1]1([C:6]2[CH:29]=[CH:28][C:9]([CH2:10][C:11]3[C:12]([N:23]([CH2:26][CH3:27])[CH2:24][CH3:25])=[N:13][C:14]4[C:19]([C:20]=3[Cl:21])=[CH:18][C:17](Br)=[CH:16][CH:15]=4)=[CH:8][CH:7]=2)[CH:5]=[CH:4][CH:3]=[N:2]1.[CH3:30][N:31]1[C:35]([C:36]([C:38]2[CH:39]=[N:40][C:41]([C:44]([F:47])([F:46])[F:45])=[CH:42][CH:43]=2)=[O:37])=[CH:34][N:33]=[CH:32]1.[Li]CCCC>>[N:1]1([C:6]2[CH:29]=[CH:28][C:9]([CH2:10][C:11]3[C:12]([N:23]([CH2:26][CH3:27])[CH2:24][CH3:25])=[N:13][C:14]4[C:19]([C:20]=3[Cl:21])=[CH:18][C:17]([C:36]([C:35]3[N:31]([CH3:30])[CH:32]=[N:33][CH:34]=3)([C:38]3[CH:39]=[N:40][C:41]([C:44]([F:46])([F:45])[F:47])=[CH:42][CH:43]=3)[OH:37])=[CH:16][CH:15]=4)=[CH:8][CH:7]=2)[CH:5]=[CH:4][CH:3]=[N:2]1. Reported procedure: A round bottom flask was charged with 3-(4-(1H-pyrazol-1-yl)benzyl)-6-bromo-4-chloro-N,N-diethylquinolin-2-amine (380 mg, 0.809 mmol, Intermediate 46) and (1-methyl-1H-imidazol-5-yl)(6-(trifluoromethyl)pyridin-3-yl)methanone (206 mg, 0.809 mmol, Intermediate 36, step c) and was evacuated and re-filled with argon. THF (13.5 mL) was added, and the solution was cooled in a dry ice acetone bath for 10 minutes. n-BuLi (1.6 M in hexane, 0.506 mL, 0.809 mmol), was added dropwise by syringe. The mixture... Reactants: C1(=CC=CC=C1)N1N(C(C(C1=O)CCSC1=CC=CC=C1)=O)C1=CC=CC=C1 (1,2-diphenyl-4-[2-(phenylthio)ethyl]-3,5-pyrazolidinedione), S(=O)(=O)(OO)O (peroxymonosulfuric acid). Yields the product C1(=CC=CC=C1)N1N(C(C(C1=O)CCS(=O)C1=CC=CC=C1)=O)C1=CC=CC=C1 (1,2-diphenyl-4-[2-(phenylsulfinyl)ethyl]-3,5-pyrazolidinedione). RXN SMILES: [C:1]1([N:7]2[C:11](=[O:12])[CH:10]([CH2:13][CH2:14][S:15][C:16]3[CH:21]=[CH:20][CH:19]=[CH:18][CH:17]=3)[C:9](=[O:22])[N:8]2[C:23]2[CH:28]=[CH:27][CH:26]=[CH:25][CH:24]=2)[CH:6]=[CH:5][CH:4]=[CH:3][CH:2]=1.S(O)(OO)(=O)=[O:30]>>[C:1]1([N:7]2[C:11](=[O:12])[CH:10]([CH2:13][CH2:14][S:15]([C:16]3[CH:17]=[CH:18][CH:19]=[CH:20][CH:21]=3)=[O:30])[C:9](=[O:22])[N:8]2[C:23]2[CH:24]=[CH:25][CH:26]=[CH:27][CH:28]=2)[CH:2]=[CH:3][CH:4]=[CH:5][CH:6]=1. Procedure: Herein is described a process for oxidizing 1,2-diphenyl-4-[2-(phenylthio)ethyl]-3,5-pyrazolidinedione with peroxymonosulfuric acid to obtain 1,2-diphenyl-4-[2-(phenylsulfinyl)ethyl]-3,5-pyrazolidinedione. The reactants are OC1=NC(=NC(=C1)COC)N1C(CCC1)C1=CC(=NO1)C1=NC=CC=C1 (4-hydroxy-6-methoxymethyl-2-[2-{3-(pyrid-2-yl)isoxazol-5-yl}pyrrolidin-1-yl]pyrimidine), NC1=NNC(=C1)C1CC1 (3-amino-5-cyclopropyl-1H-pyrazole). Yields the product C1(CC1)C1=CC(=NN1)NC1=NC(=NC(=C1)COC)N1C(CCC1)C1=CC(=NO1)C1=NC=CC=C1 (4-(5-Cycloprop-yl-1H-pyrazol-3-ylamino)-6-methoxymethyl-2-[2-{3-(pyrid-2-yl)isoxazol-5-yl}pyrrolidin-1-yl]pyrimidine). RXN SMILES: O[C:2]1[CH:7]=[C:6]([CH2:8][O:9][CH3:10])[N:5]=[C:4]([N:11]2[CH2:15][CH2:14][CH2:13][CH:12]2[C:16]2[O:20][N:19]=[C:18]([C:21]3[CH:26]=[CH:25][CH:24]=[CH:23][N:22]=3)[CH:17]=2)[N:3]=1.[NH2:27][C:28]1[CH:32]=[C:31]([CH:33]2[CH2:35][CH2:34]2)[NH:30][N:29]=1>>[CH:33]1([C:31]2[NH:30][N:29]=[C:28]([NH:27][C:2]3[CH:7]=[C:6]([CH2:8][O:9][CH3:10])[N:5]=[C:4]([N:11]4[CH2:15][CH2:14][CH2:13][CH:12]4[C:16]4[O:20][N:19]=[C:18]([C:21]5[CH:26]=[CH:25][CH:24]=[CH:23][N:22]=5)[CH:17]=4)[N:3]=3)[CH:32]=2)[CH2:35][CH2:34]1. Reported procedure: Starting materials: 4-hydroxy-6-methoxymethyl-2-[2-{3-(pyrid-2-yl)isoxazol-5-yl}pyrrolidin-1-yl]pyrimidine (Method 34) and 3-amino-5-cyclopropyl-1H-pyrazole (Method 7 of WO-03/048133).